This data is from the Open Reaction Database (ORD), a public repository of structured organic reaction records. The task is: describe an organic reaction: reactants, conditions, products, and yield Starting materials: C1(=CC=CC=C1)[Mg]Br (Phenyl magnesium bromide), CN1CC2=C(N(C=3C=CC(=CC23)C)C(C=O)C)CC1 (2-(2,8-dimethyl-1,2,3,4-tetrahydro-pyrido[4,3-b]indol-5-yl)-propionaldehyde). Solvent: C1CCOC1 (THF), CCOC(=O)C (EtOAc), O (water). Run at time 16 hour. Product: CN1CC2=C(N(C=3C=CC(=CC23)C)C(C(O)C2=CC=CC=C2)C)CC1 (2-(2,8-dimethyl-1,2,3,4-tetrahydro-pyrido[4,3-b]indol-5-yl) 1-phenyl-propan-1-ol). Reaction SMILES: [C:1]1([Mg]Br)[CH:6]=[CH:5][CH:4]=[CH:3][CH:2]=1.[CH3:9][N:10]1[CH2:27][CH2:26][C:13]2[N:14]([CH:22]([CH3:25])[CH:23]=[O:24])[C:15]3[CH:16]=[CH:17][C:18]([CH3:21])=[CH:19][C:20]=3[C:12]=2[CH2:11]1>C1COCC1.CCOC(C)=O.O>[CH3:9][N:10]1[CH2:27][CH2:26][C:13]2[N:14]([CH:22]([CH3:25])[CH:23]([C:1]3[CH:6]=[CH:5][CH:4]=[CH:3][CH:2]=3)[OH:24])[C:15]3[CH:16]=[CH:17][C:18]([CH3:21])=[CH:19][C:20]=3[C:12]=2[CH2:11]1. Procedure: Phenyl magnesium bromide (1M solution in THF) (6.24 mL, 6.24 mmol) was added dropwise at −70° C. to a stirred solution of 2-(2,8-dimethyl-1,2,3,4-tetrahydro-pyrido[4,3-b]indol-5-yl)-propionaldehyde (400 mg, 1.56 mmol) in THF (40 mL), the reaction mixture stirred at RT for 16 h, diluted with EtOAc (75 mL) and water (60 mL). The two layers were separated, the aq. layer extracted with EtOAc (2×75 mL), and the combined organic layers dried over anhydrous sodium sulfate and concentrated under reduced... The reactants are COC(=O)C(CC1CCCC1)c1ccc(S(C)(=O)=O)c(S(C)(=O)=O)c1, [Li+], C1CCOC1, [OH-]. The product is CS(=O)(=O)c1ccc(C(CC2CCCC2)C(=O)O)cc1S(C)(=O)=O. RXN SMILES: [CH3:1][O:2][C:3]([CH:4]([CH2:5][CH:6]1[CH2:7][CH2:8][CH2:9][CH2:10]1)[c:11]1[cH:12][c:13]([S:21](=[O:22])(=[O:23])[CH3:24])[c:14]([S:17](=[O:18])(=[O:19])[CH3:20])[cH:15][cH:16]1)=[O:25].[Li+:26].[O:28]1[CH2:29][CH2:30][CH2:31][CH2:32]1.[OH-:27]>>[O:2]=[C:3]([CH:4]([CH2:5][CH:6]1[CH2:7][CH2:8][CH2:9][CH2:10]1)[c:11]1[cH:12][c:13]([S:21](=[O:22])(=[O:23])[CH3:24])[c:14]([S:17](=[O:18])(=[O:19])[CH3:20])[cH:15][cH:16]1)[OH:25]. The reactants are 2-R-5-(heteroaryl-2-ylamino)phenol, BrCC=C(C)C (4-bromo-2-methyl-2-butene), NCOC1=NC(=NC=C1)NC=1C=CC(=C(C1)O)C (5-(4-aminomethoxypyrimidin-2-ylamino)-2-methylphenol), C(=O)([O-])[O-].[Cs+].[Cs+] (Cs2CO3). The solvent is CC(=O)C (acetone). Product: COC1=NC(=NC=C1)NC1=CC(=C(C=C1)C)OCC=C(C)C (4-Methoxy-N-(4-methyl-3-(3-methylbut-2-enyloxy)phenyl)pyrimidin-2-amine). Yield: 62.0%. As a reaction SMILES: N[CH2:2][O:3][C:4]1[CH:9]=[CH:8][N:7]=[C:6]([NH:10][C:11]2[CH:12]=[CH:13][C:14]([CH3:18])=[C:15]([OH:17])[CH:16]=2)[N:5]=1.C([O-])([O-])=O.[Cs+].[Cs+].Br[CH2:26][CH:27]=[C:28]([CH3:30])[CH3:29]>CC(C)=O>[CH3:2][O:3][C:4]1[CH:9]=[CH:8][N:7]=[C:6]([NH:10][C:11]2[CH:12]=[CH:13][C:14]([CH3:18])=[C:15]([O:17][CH2:26][CH:27]=[C:28]([CH3:30])[CH3:29])[CH:16]=2)[N:5]=1 |f:1.2.3|. Procedure: Following the general procedure for O-alkylation of 2-R-5-(heteroaryl-2-ylamino)phenol, 5-(4-aminomethoxypyrimidin-2-ylamino)-2-methylphenol (15 mg, 0.07 mmol) and Cs2CO3 (21 mg, 0.07 mmol) in acetone (1 mL) was treated with 4-bromo-2-methyl-2-butene (7.5 μL, 0.22 mmol) at room temperature. The title compound was obtained after purification by flash chromatography on silica gel (hexane:EtOAC 8/2) in 62% yield (12 mg).